Dataset: the Open Reaction Database (ORD), a public repository of structured organic reaction records. Task: describe an organic reaction: reactants, conditions, products, and yield The reactants are Cl (HCl), CO.C(Cl)(Cl)Cl (MeOH CHCl3), Cl (HCl), CN(C1(CCN(CC1)CCN(C(OC(C)(C)C)=O)C)C1=CC=CC=C1)C (tert-butyl 2-(4-(dimethylamino)-4-phenylpiperidin-1-yl)ethyl(methyl)carbamate), CO.C(Cl)(Cl)Cl (MeOH CHCl3). The solvent is CCl (CH3Cl). Product: Cl.Cl.Cl.CN(C1(CCN(CC1)CCNC)C1=CC=CC=C1)C (N,N-Dimethyl-1-(2-(methylamino)ethyl)-4-phenylpiperidin-4-amine tris hydrochloride). Reaction SMILES: [ClH:1].[CH3:2][N:3]([CH3:27])[C:4]1([C:21]2[CH:26]=[CH:25][CH:24]=[CH:23][CH:22]=2)[CH2:9][CH2:8][N:7]([CH2:10][CH2:11][N:12](C)[C:13](=O)OC(C)(C)C)[CH2:6][CH2:5]1.CO.C(Cl)(Cl)[Cl:31]>CCl>[ClH:31].[ClH:1].[ClH:31].[CH3:27][N:3]([CH3:2])[C:4]1([C:21]2[CH:22]=[CH:23][CH:24]=[CH:25][CH:26]=2)[CH2:9][CH2:8][N:7]([CH2:10][CH2:11][NH:12][CH3:13])[CH2:6][CH2:5]1 |f:2.3,5.6.7.8|. Procedure details: HCl gas was passed through a solution of 9 g (1 eq) tert-butyl 2-(4-(dimethylamino)-4-phenylpiperidin-1-yl)ethyl(methyl)carbamate in 600 ml CH3Cl for 30 min. The reaction course was monitored by thin-layer chromatography (20% MeOH/CHCl3). Once the conversion was complete, the passage of HCl gas was continued for a further 30 min and the completeness of the conversion again monitored by thin-layer chromatography (20% MeOH/CHCl3). Once the conversion was complete, the solvent was removed under red... The reactants are [N+](=O)([O-])C1(CN2CCCC2CC1)C1=CC=CC=C1 (6-nitro-6-phenyl-octahydro-indolizine). Reagents/catalysts: [Ni] (Raney Nickel). Solvent: C1CCOC1 (THF). Conditions: time 2 hour. Yields the product C1(=CC=CC=C1)C1(CN2CCCC2CC1)N (6-Phenyl-octahydro-indolizin-6-ylamine). Reaction SMILES: [N+:1]([C:4]1([C:13]2[CH:18]=[CH:17][CH:16]=[CH:15][CH:14]=2)[CH2:12][CH2:11][CH:10]2[N:6]([CH2:7][CH2:8][CH2:9]2)[CH2:5]1)([O-])=O>C1COCC1.[Ni]>[C:13]1([C:4]2([NH2:1])[CH2:12][CH2:11][CH:10]3[N:6]([CH2:7][CH2:8][CH2:9]3)[CH2:5]2)[CH:14]=[CH:15][CH:16]=[CH:17][CH:18]=1. Procedure details: To a solution of 62 mg (0.252 mmol) 6-nitro-6-phenyl-octahydro-indolizine in 2.0 ml THF was added 150 ul Raney Nickel (50% in water). The mixture was stirred under a hydrogen atmosphere for 2 hours. The apparatus was purged with argon. The catalyst was filtered, washed with THF and the filtrate was concentrated in vacuo to provide 57 mg (y: 100%) of the title compound as a colorless oil. MS (m/e): 217.4 (M+H+). Reactants: NC1=C(C=C(C=N1)C(=O)N(CC)CC)NC(CC1=CC=C(C=C1)OCC)=O (6-amino-5-[[(4-ethoxyphenyl)acetyl]amino]-N,N-diethyl-3-pyridinecarboxamide), [N+](=O)([O-])C1=CC=C(S1)C=O (5-nitro-2-thiophenecarboxaldehyde), [N+](=O)([O-])C1=CC=C(S1)C=O (5-nitro-2-thiophenecarboxaldehyde), N1=CC=CC=C1 (pyridine), N1=CC=CC=C1 (pyridine). Run in ClC(C)Cl (dichloroethane), C(C)(=O)O (acetic acid). Conditions: time 4.5 hour. The product is C(C)OC1=CC=C(C=C1)CC1=NC=2C(=NC=C(C2)C(=O)N(CC)CC)N1CC=1SC(=CC1)[N+](=O)[O-] (2-[(4-ethoxyphenyl)methyl]-N,N-diethyl-3-[(5-nitro-2-thienyl)methyl]-3H-imidazo[4,5-b]pyridine-6-carboxamide). RXN SMILES: [NH2:1][C:2]1[N:7]=[CH:6][C:5]([C:8]([N:10]([CH2:13][CH3:14])[CH2:11][CH3:12])=[O:9])=[CH:4][C:3]=1[NH:15][C:16](=O)[CH2:17][C:18]1[CH:23]=[CH:22][C:21]([O:24][CH2:25][CH3:26])=[CH:20][CH:19]=1.[N+:28]([C:31]1[S:35][C:34]([CH:36]=O)=[CH:33][CH:32]=1)([O-:30])=[O:29].N1C=CC=CC=1>ClC(Cl)C.C(O)(=O)C>[CH2:25]([O:24][C:21]1[CH:22]=[CH:23][C:18]([CH2:17][C:16]2[N:1]([CH2:36][C:34]3[S:35][C:31]([N+:28]([O-:30])=[O:29])=[CH:32][CH:33]=3)[C:2]3=[N:7][CH:6]=[C:5]([C:8]([N:10]([CH2:13][CH3:14])[CH2:11][CH3:12])=[O:9])[CH:4]=[C:3]3[N:15]=2)=[CH:19][CH:20]=1)[CH3:26]. Reported procedure: To a solution of 6-amino-5-[[(4-ethoxyphenyl)acetyl]amino]-N,N-diethyl-3-pyridinecarboxamide (30 mg, 0.08 mmol) in dichloroethane (0.5 mL) and acetic acid (0.5 mL) at room temperature was added 5-nitro-2-thiophenecarboxaldehyde (19 mg, 0.12 mmol). The mixture was stirred for 4.5 hours. BH3. pyridine (8.2 μL, 0.08 mmol) was added and the reaction brought to 84° C. After stirring overnight, the mixture was cooled to room temperature and 5-nitro-2-thiophenecarboxaldehyde (19 mg, 0.12 mmol) was adde... The reactants are COC(=O)C1CCN(CC1)C(=O)OC(C)(C)C (piperidine-1,4-dicarboxylic acid 1-tert-butyl ester 4-methyl ester), CI (methyliodide), C(C)(C)NC(C)C (Diisopropylamine). Solvent: C1CCOC1 (THF), C1CCOC1 (THF), C1CCOC1 (THF). Reaction conditions: temperature -78 celsius, time 2 hour. Product: COC(=O)C1(CCN(CC1)C(=O)OC(C)(C)C)C (4-methyl-piperidine-1,4-dicarboxylic acid 1-tert-butyl ester 4-methyl ester). Reaction SMILES: [CH:1](NC(C)C)(C)C.[CH3:8][O:9][C:10]([CH:12]1[CH2:17][CH2:16][N:15]([C:18]([O:20][C:21]([CH3:24])([CH3:23])[CH3:22])=[O:19])[CH2:14][CH2:13]1)=[O:11].CI>C1COCC1>[CH3:8][O:9][C:10]([C:12]1([CH3:1])[CH2:13][CH2:14][N:15]([C:18]([O:20][C:21]([CH3:24])([CH3:23])[CH3:22])=[O:19])[CH2:16][CH2:17]1)=[O:11]. Reported procedure: 137 mL Diisopropylamine in 3390 mL THF was cooled to 0° C. and 360 mL n-buthyllithium was added dropwise under nitrogen. The reaction was cooled to −78° C. and a solution of 180 mL piperidine-1,4-dicarboxylic acid 1-tert-butyl ester 4-methyl ester in 1800 mL THF was added dropwise over 1 h. The reaction was stirred at −78° C. for 2 h and then 168 mL methyliodide in 300 mL THF was added in one portion. The mixture was stirred 2 h at −78° C. and then allowed to warm to RT. The reaction was quenche... Reactants: [Si](C)(C)(C(C)(C)C)O[C@@H](CC[C@H](/C=C/C(=O)OCC)O)C (ethyl(4R,7R,E)-7-((tert-butyldimethylsilyl)oxy)-4-hydroxyoct-2-enoate), C(OC)Cl (MOMCl), CCN(C(C)C)C(C)C (DIPEA). Solvent: C(Cl)Cl (CH2Cl2). Conditions: time 8 hour. The product is [Si](C)(C)(C(C)(C)C)O[C@@H](CC[C@H](/C=C/C(=O)OCC)OCOC)C (ethyl(4R,7R,E)-7-((tert-butyldimethylsilyl)oxy)-4-(methoxymethoxy)oct-2-enoate). RXN SMILES: [Si:1]([O:8][C@H:9]([CH3:21])[CH2:10][CH2:11][C@@H:12]([OH:20])/[CH:13]=[CH:14]/[C:15]([O:17][CH2:18][CH3:19])=[O:16])([C:4]([CH3:7])([CH3:6])[CH3:5])([CH3:3])[CH3:2].[CH2:22](Cl)[O:23][CH3:24].CCN(C(C)C)C(C)C>C(Cl)Cl>[Si:1]([O:8][C@H:9]([CH3:21])[CH2:10][CH2:11][C@@H:12]([O:20][CH2:22][O:23][CH3:24])/[CH:13]=[CH:14]/[C:15]([O:17][CH2:18][CH3:19])=[O:16])([C:4]([CH3:6])([CH3:5])[CH3:7])([CH3:3])[CH3:2]. Procedure: To a stirred solution of the compound (30, ethyl(4R,7R,E)-7-((tert-butyldimethylsilyl)oxy)-4-hydroxyoct-2-enoate) in dry CH2Cl2 solvent, MOMCl (2 equiv), DIPEA (3 equiv) were added and stirred for 8 h. On completion of the reaction (by checking TLC), the organic layer was extracted in DCM, washed with brine, dried over anhydrous Na2SO4. The solvent was removed in vacuum, concentrated and subjected for chromatographic separation. The eluent was allowed to come in a solution of pet ether:EtOAC=90:... Reactants: CCOCC, COc1cccc(OCCO)c1, NS(=O)(=O)Cl. Product: COc1cccc(OCCOS(N)(=O)=O)c1. RXN SMILES: [CH2:18]([O:19][CH2:20][CH3:21])[CH3:22].[CH3:6][O:7][c:8]1[cH:9][c:10]([O:11][CH2:12][CH2:13][OH:14])[cH:15][cH:16][cH:17]1.[S:1]([NH2:2])(=[O:3])(=[O:4])[Cl:5]>>[S:1]([NH2:2])(=[O:3])(=[O:4])[O:14][CH2:13][CH2:12][O:11][c:10]1[cH:9][c:8]([O:7][CH3:6])[cH:17][cH:16][cH:15]1.